This data is from the Open Reaction Database (ORD), a public repository of structured organic reaction records. The task is: describe an organic reaction: reactants, conditions, products, and yield Reactants: CCOCC, C[O-], C[SiH](C)Oc1ccc([SiH](C)C)cc1, CO, [Na+]. Product: C[SiH](C)c1ccc(O)cc1. Reaction SMILES: [CH2:17]([O:18][CH2:19][CH3:20])[CH3:21].[CH3:14][O-:15].[CH3:1][SiH:2]([c:3]1[cH:4][cH:5][c:6]([O:7][SiH:8]([CH3:9])[CH3:10])[cH:11][cH:12]1)[CH3:13].[CH3:22][OH:23].[Na+:16]>>[CH3:1][SiH:2]([c:3]1[cH:4][cH:5][c:6]([OH:7])[cH:11][cH:12]1)[CH3:13]. Starting materials: O=P1(O)Oc2ccccc2-c2cc(Br)ccc21, C#N, Cl, N#C[K], C1COCCO1, O, OCCOCCO. Yields the product N#Cc1ccc2c(c1)-c1ccccc1OP2(=O)O. Reaction SMILES: [Br:1][c:2]1[cH:3][c:4]2[c:13]([cH:14][cH:15]1)[P:12]([OH:16])(=[O:17])[O:11][c:10]1[c:5]-2[cH:6][cH:7][cH:8][cH:9]1.[CH:22]#[N:23].[ClH:21].[K:18][C:19]#[N:20].[O:25]1[CH2:26][CH2:27][O:28][CH2:29][CH2:30]1.[OH2:24].[OH:31][CH2:32][CH2:33][O:34][CH2:35][CH2:36][OH:37]>>[c:2]1([C:19]#[N:20])[cH:3][c:4]2[c:13]([cH:14][cH:15]1)[P:12]([OH:16])(=[O:17])[O:11][c:10]1[c:5]-2[cH:6][cH:7][cH:8][cH:9]1.